This data is from the Open Reaction Database (ORD), a public repository of structured organic reaction records. The task is: describe an organic reaction: reactants, conditions, products, and yield Starting materials: hydrochloride salt, ICl (ICl), CC1=NC=2N(C(=C1)C)N=CC2 (5,7-dimethyl pyrazolo[1,5-a]pyrimidine). Solvent: C(Cl)(Cl)Cl (CHCl3), C(Cl)(Cl)Cl (CHCl3). Yields the product CC1=NC=2N(C(=C1)C)N=CC2I (5,7-Dimethyl 3-iodo pyrazolo[1,5-a]pyrimidine). RXN SMILES: [I:1]Cl.[CH3:3][C:4]1[CH:9]=[C:8]([CH3:10])[N:7]2[N:11]=[CH:12][CH:13]=[C:6]2[N:5]=1>C(Cl)(Cl)Cl>[CH3:3][C:4]1[CH:9]=[C:8]([CH3:10])[N:7]2[N:11]=[CH:12][C:13]([I:1])=[C:6]2[N:5]=1. Reported procedure: A solution of ICl [5.0g (27 mmoles)] in CHCl3 (50 ml) was added to a stirred solution of 5,7-dimethyl pyrazolo[1,5-a]pyrimidine [2.96g (20 mmoles)] in CHCl3 (50 ml). Within a few minutes, the mixture became warm and crystals of the hydrochloride salt of the subject compound began to separate. The mixture was warmed on the steam bath for 2-3 minutes to complete the reaction, and then refrigerated overnight. The yellow hydrochloride salt was separated by filtration, washed with Et2O, and air dried...